From a dataset of the Open Reaction Database (ORD), a public repository of structured organic reaction records. describe an organic reaction: reactants, conditions, products, and yield The reactants are OC1=CC(=C(C=C1)C(C)=O)C (4′-hydroxy-2′-methylacetophenone), BrBr (bromine). Run in O1CCOCC1 (dioxane), O1CCOCC1 (dioxane). Run at time 30 minute. The product is BrCC(=O)C1=C(C=C(C=C1)O)C (2-Bromo-1-(4-hydroxy-2-methylphenyl)-1-ethanone). Isolated yield 81.0%. Reaction SMILES: [OH:1][C:2]1[CH:7]=[CH:6][C:5]([C:8](=[O:10])[CH3:9])=[C:4]([CH3:11])[CH:3]=1.[Br:12]Br>O1CCOCC1>[Br:12][CH2:9][C:8]([C:5]1[CH:6]=[CH:7][C:2]([OH:1])=[CH:3][C:4]=1[CH3:11])=[O:10]. Procedure details: To a stirred solution of 4′-hydroxy-2′-methylacetophenone (4.5 g, 30.0 mmol) in dioxane (7 ml) was added a solution of bromine (4.87 g, 30.5 mmol) in dioxane (28 ml) dropwise at room temperature. After addition, the mixture was stirred at room temperature for 30 minutes. The volatile was evaporated in vacuo, and the residue was used for next reaction without further purification. (5.57 g, 81% yield).